Dataset: the Open Reaction Database (ORD), a public repository of structured organic reaction records. Task: describe an organic reaction: reactants, conditions, products, and yield Reaction SMILES: [Cl:1][C:2]1[CH:7]=[C:6]([O:8][CH2:9][CH:10]=[C:11]([Cl:13])[Cl:12])[CH:5]=[C:4]([Cl:14])[C:3]=1[OH:15].[Br:16][C:17]1[CH:27]=[CH:26][C:20]([O:21][CH2:22][CH2:23][CH2:24]O)=[CH:19][CH:18]=1.C1(P(C2C=CC=CC=2)C2C=CC=CC=2)C=CC=CC=1.CC(OC(/N=N/C(OC(C)C)=O)=O)C>O1CCCC1>[Cl:1][C:2]1[CH:7]=[C:6]([O:8][CH2:9][CH:10]=[C:11]([Cl:13])[Cl:12])[CH:5]=[C:4]([Cl:14])[C:3]=1[O:15][CH2:24][CH2:23][CH2:22][O:21][C:20]1[CH:19]=[CH:18][C:17]([Br:16])=[CH:27][CH:26]=1. Run in O1CCCC1 (tetrahydrofuran), O1CCCC1 (tetrahydrofuran). Reported procedure: To a solution of 0.30 g of 2,6-dichloro-4-(3,3-dichloro-2-propenyloxy)phenol, 0.24 g of 3-(4-bromophenoxy)-1-propanol and 0.27 g of triphenylphosphine dissolved in 10 ml of tetrahydrofuran was added dropwise a solution of 0.21 g of diisopropylazodicarboxylate dissolved in 5 ml of tetrahydrofuran, while stirring at room temperature. After stirring at room temperature for 24 hours, the reaction mixture was concentrated to obtain a residue. The residue was subjected to silica gel chromatography, wh... Yield: 65.3%. Reactants: CC(C)OC(=O)/N=N/C(=O)OC(C)C (diisopropylazodicarboxylate), ClC1=C(C(=CC(=C1)OCC=C(Cl)Cl)Cl)O (2,6-dichloro-4-(3,3-dichloro-2-propenyloxy)phenol), BrC1=CC=C(OCCCO)C=C1 (3-(4-bromophenoxy)-1-propanol), C1(=CC=CC=C1)P(C1=CC=CC=C1)C1=CC=CC=C1 (triphenylphosphine). Product: ClC=1C=C(C=C(C1OCCCOC1=CC=C(C=C1)Br)Cl)OCC=C(Cl)Cl (3,5-dichloro-1-(3,3-dichloro-2-propenyloxy)-4-(3-(4-bromophenoxy) propyloxy)benzene).